This data is from the Open Reaction Database (ORD), a public repository of structured organic reaction records. The task is: describe an organic reaction: reactants, conditions, products, and yield Starting materials: O=C(Cl)C1CC1, COCCOc1ccc2c(c1-c1ncnc3c(C(=O)NC4CCNCC4)c[nH]c13)OCO2. The product is COCCOc1ccc2c(c1-c1ncnc3c(C(=O)NC4CCN(C(=O)C5CC5)CC4)c[nH]c13)OCO2. As a reaction SMILES: [CH:33]1([C:36](=[O:37])[Cl:38])[CH2:34][CH2:35]1.[NH:1]1[CH2:2][CH2:3][CH:4]([NH:7][C:8](=[O:9])[c:10]2[cH:11][nH:12][c:13]3[c:14]2[n:15][cH:16][n:17][c:18]3-[c:19]2[c:20]([O:28][CH2:29][CH2:30][O:31][CH3:32])[cH:21][cH:22][c:23]3[c:27]2[O:26][CH2:25][O:24]3)[CH2:5][CH2:6]1>>[N:1]1([C:36]([CH:33]2[CH2:34][CH2:35]2)=[O:37])[CH2:2][CH2:3][CH:4]([NH:7][C:8](=[O:9])[c:10]2[cH:11][nH:12][c:13]3[c:14]2[n:15][cH:16][n:17][c:18]3-[c:19]2[c:20]([O:28][CH2:29][CH2:30][O:31][CH3:32])[cH:21][cH:22][c:23]3[c:27]2[O:26][CH2:25][O:24]3)[CH2:5][CH2:6]1. RXN SMILES: [CH2:1]([O:2][C:3](=[O:4])[N:6]1[CH:7]([c:13]2[c:14]([O:28][CH2:29][c:30]3[cH:31][cH:32][cH:33][cH:34][cH:35]3)[cH:15][c:16]([C:19]([CH2:20][CH2:21][CH2:22][CH2:23][CH2:24][CH3:25])([CH3:26])[CH3:27])[cH:17][cH:18]2)[CH2:8][CH:9]([OH:12])[CH2:10][CH2:11]1)[CH3:5].[CH3:38][CH2:39][OH:40].[K+:37].[OH-:36].[OH2:45].[OH:41][CH2:42][CH2:43][OH:44]>>[NH:6]1[CH:7]([c:13]2[c:14]([O:28][CH2:29][c:30]3[cH:31][cH:32][cH:33][cH:34][cH:35]3)[cH:15][c:16]([C:19]([CH2:20][CH2:21][CH2:22][CH2:23][CH2:24][CH3:25])([CH3:26])[CH3:27])[cH:17][cH:18]2)[CH2:8][CH:9]([OH:12])[CH2:10][CH2:11]1. The product is CCCCCCC(C)(C)c1ccc(C2CC(O)CCN2)c(OCc2ccccc2)c1. The reactants are CCCCCCC(C)(C)c1ccc(C2CC(O)CCN2C(=O)OCC)c(OCc2ccccc2)c1, CCO, [K+], [OH-], O, OCCO.